The task is: describe an organic reaction: reactants, conditions, products, and yield. This data is from the Open Reaction Database (ORD), a public repository of structured organic reaction records. Starting materials: O=C([O-])[O-], C=CCBr, Oc1cc(O)c(Cl)cc1Cl, [K+], [K+], CN(C)C=O. Yields the product C=CCOc1cc(O)c(Cl)cc1Cl. RXN SMILES: [C:15](=[O:16])([O-:17])[O-:18].[CH2:11]([CH:12]=[CH2:13])[Br:14].[Cl:1][c:2]1[c:3]([OH:10])[cH:4][c:5]([OH:6])[c:7]([Cl:9])[cH:8]1.[K+:19].[K+:20].[O:21]=[CH:22][N:23]([CH3:24])[CH3:25]>>[Cl:1][c:2]1[c:3]([OH:10])[cH:4][c:5]([O:6][CH2:13][CH:12]=[CH2:11])[c:7]([Cl:9])[cH:8]1. Reaction SMILES: [C:1]([CH3:2])([CH3:3])([CH3:4])[O:5][C:6](=[O:7])[NH:8][CH2:9][CH:10]([CH2:11][NH:12][C:13](=[O:14])[O:15][C:16]([CH3:17])([CH3:18])[CH3:19])[N:20]=[N+:21]=[N-:22].[CH3:23][OH:24].[Pd:25]>>[C:1]([CH3:2])([CH3:3])([CH3:4])[O:5][C:6](=[O:7])[NH:8][CH2:9][CH:10]([CH2:11][NH:12][C:13](=[O:14])[O:15][C:16]([CH3:17])([CH3:18])[CH3:19])[NH2:20]. Reactants: CC(C)(C)OC(=O)NCC(CNC(=O)OC(C)(C)C)N=[N+]=[N-], CO, [Pd]. The product is CC(C)(C)OC(=O)NCC(N)CNC(=O)OC(C)(C)C.